From a dataset of the Open Reaction Database (ORD), a public repository of structured organic reaction records. describe an organic reaction: reactants, conditions, products, and yield Starting materials: C(C)(=O)O (acetic acid), C(O)([O-])=O.[Na+] (sodium hydrogencarbonate), C(C)(C)(C)OC(=O)C1(CC1)CC=O (1-(2-oxo-ethyl)-cyclopropanecarboxylic acid tert-butyl ester), C(C)(C)(C)OC(CNCC1=CC=CC=C1)=O (N-benzylglycine tert-butyl ester), C(C)(=O)O[BH-](OC(C)=O)OC(C)=O.[Na+] (sodium triacetoxyborohydride). Run in C(C)(=O)OCC (ethyl acetate), C1(=CC=CC=C1)C (toluene), C1(=CC=CC=C1)C (toluene). Reaction conditions: time 5 hour. The product is C(C)(C)(C)OC(=O)C1(CC1)CCN(CC(=O)OC(C)(C)C)CC1=CC=CC=C1 (1-[2-(Benzyl-tert-butoxycarbonylmethyl-amino)-ethyl]-cyclopropanecarboxylic acid tert-butyl ester). The yield is 100.9%. RXN SMILES: [C:1]([O:5][C:6]([C:8]1([CH2:11][CH:12]=O)[CH2:10][CH2:9]1)=[O:7])([CH3:4])([CH3:3])[CH3:2].[C:14]([O:18][C:19](=[O:29])[CH2:20][NH:21][CH2:22][C:23]1[CH:28]=[CH:27][CH:26]=[CH:25][CH:24]=1)([CH3:17])([CH3:16])[CH3:15].C(O[BH-](OC(=O)C)OC(=O)C)(=O)C.[Na+].C(O)(=O)C.C(=O)([O-])O.[Na+]>C1(C)C=CC=CC=1.C(OCC)(=O)C>[C:1]([O:5][C:6]([C:8]1([CH2:11][CH2:12][N:21]([CH2:22][C:23]2[CH:28]=[CH:27][CH:26]=[CH:25][CH:24]=2)[CH2:20][C:19]([O:18][C:14]([CH3:17])([CH3:15])[CH3:16])=[O:29])[CH2:9][CH2:10]1)=[O:7])([CH3:2])([CH3:3])[CH3:4] |f:2.3,5.6|. Procedure: 10.5 g (54.7 mmol, 1 equiv.) 1-(2-oxo-ethyl)-cyclopropanecarboxylic acid tert-butyl ester and 13.21 g (1.08 equiv.) N-benzylglycine tert-butyl ester were dissolved in 140 ml toluene. 21 g (1.63 equiv.) sodium triacetoxyborohydride were added (exotherm from 25° C. to 28° C.) and the reaction mixture was stirred 5 h at room temperature (IPC by GC). A solution of 2 ml (0.64 equiv.) acetic acid in 15 ml toluene was added. After 30 min at room temperature, the reaction mixture was cooled to 0° C. and... Starting materials: CCO, COC(=O)CCC(CS(=O)(=O)c1ccc2ccccc2c1)C(=O)N(CCC1CCCCC1)CCC1CCCCC1, [Na+], [OH-]. Product: O=C(O)CCC(CS(=O)(=O)c1ccc2ccccc2c1)C(=O)N(CCC1CCCCC1)CCC1CCCCC1. Reaction SMILES: [CH3:43][CH2:44][OH:45].[CH:1]1([CH2:7][CH2:8][N:9]([C:10](=[O:11])[CH:12]([CH2:13][CH2:14][C:15](=[O:16])[O:17][CH3:18])[CH2:19][S:20](=[O:21])(=[O:22])[c:23]2[cH:24][c:25]3[cH:26][cH:27][cH:28][cH:29][c:30]3[cH:31][cH:32]2)[CH2:33][CH2:34][CH:35]2[CH2:36][CH2:37][CH2:38][CH2:39][CH2:40]2)[CH2:2][CH2:3][CH2:4][CH2:5][CH2:6]1.[Na+:42].[OH-:41]>>[CH:1]1([CH2:7][CH2:8][N:9]([C:10](=[O:11])[CH:12]([CH2:13][CH2:14][C:15](=[O:16])[OH:17])[CH2:19][S:20](=[O:21])(=[O:22])[c:23]2[cH:24][c:25]3[cH:26][cH:27][cH:28][cH:29][c:30]3[cH:31][cH:32]2)[CH2:33][CH2:34][CH:35]2[CH2:36][CH2:37][CH2:38][CH2:39][CH2:40]2)[CH2:2][CH2:3][CH2:4][CH2:5][CH2:6]1. Procedure details: By the method of Example 2, 2-thiopheneacetic acid is reacted with 5,6-diamino -1-[2-(4-nitrophenyl)ethyl]-3-propyluracil (6) to yield 3-[2-(4-nitrophenyl)ethyl]-1-propyl-8-[(thiophen-2-yl)methyl]xanthine. By methods well known in the art, 3-[2-(4-nitrophenyl)ethyl]-1-propyl-8-[(thiophen-2-yl)methyl]xanthine is reduced with hydrazine hydrate or hydrogen gas in the presence of a palladium catalyst to yield 3-[2-(4-aminophenyl)ethyl]-1-propyl-8-[(thiophen-2-yl)methyl]xanthine. The reactants are S1C(=CC=C1)CC(=O)O (2-thiopheneacetic acid), NC=1C(N(C(N(C1N)CCC1=CC=C(C=C1)[N+](=O)[O-])=O)CCC)=O (5,6-Diamino-1-[2-(4-nitrophenyl)ethyl]-3-propyluracil). RXN SMILES: [S:1]1[CH:5]=[CH:4][CH:3]=[C:2]1[CH2:6][C:7](O)=O.[NH2:10][C:11]1[C:12](=[O:33])[N:13]([CH2:30][CH2:31][CH3:32])[C:14](=[O:29])[N:15]([CH2:18][CH2:19][C:20]2[CH:25]=[CH:24][C:23]([N+:26]([O-:28])=[O:27])=[CH:22][CH:21]=2)[C:16]=1[NH2:17]>>[N+:26]([C:23]1[CH:24]=[CH:25][C:20]([CH2:19][CH2:18][N:15]2[C:16]3[N:17]=[C:7]([CH2:6][C:2]4[S:1][CH:5]=[CH:4][CH:3]=4)[NH:10][C:11]=3[C:12](=[O:33])[N:13]([CH2:30][CH2:31][CH3:32])[C:14]2=[O:29])=[CH:21][CH:22]=1)([O-:28])=[O:27]. The product is [N+](=O)([O-])C1=CC=C(C=C1)CCN1C(N(C(C=2NC(=NC12)CC=1SC=CC1)=O)CCC)=O (3-[2-(4-nitrophenyl)ethyl]-1-propyl-8-[(thiophen-2-yl)methyl]xanthine). Reactants: CCOc1c(C(=O)NC2CCN(C(=O)COC(C)=O)CC2)sc2cc(CC)n(CC(=O)c3ccccc3)c(=O)c12, O=C([O-])[O-], C1CCOC1, [K+], [K+]. Product: CCOc1c(C(=O)NC2CCN(C(=O)CO)CC2)sc2cc(CC)n(CC(=O)c3ccccc3)c(=O)c12. As a reaction SMILES: [C:1](=[O:2])([CH3:3])[O:4][CH2:5][C:6](=[O:7])[N:8]1[CH2:9][CH2:10][CH:11]([NH:14][C:15](=[O:16])[c:17]2[c:18]([O:38][CH2:39][CH3:40])[c:19]3[c:20](=[O:37])[n:21]([CH2:28][C:29]([c:30]4[cH:31][cH:32][cH:33][cH:34][cH:35]4)=[O:36])[c:22]([CH2:26][CH3:27])[cH:23][c:24]3[s:25]2)[CH2:12][CH2:13]1.[C:41](=[O:42])([O-:43])[O-:44].[CH2:47]1[O:48][CH2:49][CH2:50][CH2:51]1.[K+:45].[K+:46]>>[OH:4][CH2:5][C:6](=[O:7])[N:8]1[CH2:9][CH2:10][CH:11]([NH:14][C:15](=[O:16])[c:17]2[c:18]([O:38][CH2:39][CH3:40])[c:19]3[c:20](=[O:37])[n:21]([CH2:28][C:29]([c:30]4[cH:31][cH:32][cH:33][cH:34][cH:35]4)=[O:36])[c:22]([CH2:26][CH3:27])[cH:23][c:24]3[s:25]2)[CH2:12][CH2:13]1. The reactants are NC1=C(C=CC(=C1)[N+](=O)[O-])S (2-amino-4-nitrothiophenol), ClC1=C(N)C=C(C=C1)[N+](=O)[O-] (2-chloro-5-nitroaniline), O.O.O.[S-2].[Na+].[Na+] (sodium sulphide trihydrate), S(O)(O)(=O)=O (sulphuric acid), NC(=S)N (thiourea). The solvent is O (water), CO (methanol), CCCCOCCO (butyl glycol). Reaction conditions: temperature 120 celsius, time 3 hour. The product is NC=1SC2=C(N1)C=C(C=C2)[N+](=O)[O-] (2-amino-5-nitrobenzothiazole). RXN SMILES: Cl[C:2]1[CH:8]=[CH:7][C:6]([N+:9]([O-:11])=[O:10])=[CH:5][C:3]=1[NH2:4].O.O.O.[S-2].[Na+].[Na+].S(=O)(=O)(O)O.[NH2:23][C:24](N)=[S:25].NC1C=C([N+]([O-])=O)C=CC=1S>CCCCOCCO.CO.O>[NH2:23][C:24]1[S:25][C:2]2[CH:8]=[CH:7][C:6]([N+:9]([O-:11])=[O:10])=[CH:5][C:3]=2[N:4]=1 |f:1.2.3.4.5.6|. Procedure: A solution of 8.63 g of 2-chloro-5-nitroaniline and 9.9 g of sodium sulphide trihydrate in 80 ml of butyl glycol was stirred at 80° C. for 30 minutes. After adding 4.16 ml of concentrated sulphuric acid, 7.6 g of thiourea were added to the 2-amino-4-nitrothiophenol, and the mixture was stirred at 120° C. for 3 hours. The reaction mixture was discharged into 400 ml of water and 50 ml of methanol, and the solid was filtered off with suction and washed with water. 5.4 g of crude 2-amino-5-nitrobenz... Solvent: O (water), CN(C=O)C (N,N-dimethylformamide). Reaction conditions: temperature 80 celsius, time 2 hour. Yields the product C(C)OC1=C(C=C(C=C1)N1C(=NC(=C(C1=O)CC1=CC=C(C=C1)C=1C(=CC=CC1)C#N)CCC)C)F (4′-{[1-(4-ethoxy-3-fluorophenyl)-2-methyl-6-oxo-4-propyl-1,6-dihydropyrimidin-5-yl]methyl}biphenyl-2-carbonitrile). Reported procedure: To a solution of 4′-{[1-(3-fluoro-4-hydroxyphenyl)-2-methyl-6-oxo-4-propyl-1,6-dihydropyrimidin-5-yl]methyl}biphenyl-2-carbonitrile (1.0 g) and ethyl iodide (0.53 mL) in N,N-dimethylformamide (10 mL) was added cesium carbonate (1.44 g), and the mixture was stirred at 80° C. for 2 hr. The reaction mixture was allowed to cool to room temperature, ethyl acetate and water were added, and the mixture was extracted with ethyl acetate. The organic layer was washed with saturated brine and dried over an... Starting materials: C(C)(=O)OCC (ethyl acetate), FC=1C=C(C=CC1O)N1C(=NC(=C(C1=O)CC1=CC=C(C=C1)C=1C(=CC=CC1)C#N)CCC)C (4′-{[1-(3-fluoro-4-hydroxyphenyl)-2-methyl-6-oxo-4-propyl-1,6-dihydropyrimidin-5-yl]methyl}biphenyl-2-carbonitrile), C(C)I (ethyl iodide), C([O-])([O-])=O.[Cs+].[Cs+] (cesium carbonate). RXN SMILES: [F:1][C:2]1[CH:3]=[C:4]([N:9]2[C:14](=[O:15])[C:13]([CH2:16][C:17]3[CH:22]=[CH:21][C:20]([C:23]4[C:24]([C:29]#[N:30])=[CH:25][CH:26]=[CH:27][CH:28]=4)=[CH:19][CH:18]=3)=[C:12]([CH2:31][CH2:32][CH3:33])[N:11]=[C:10]2[CH3:34])[CH:5]=[CH:6][C:7]=1[OH:8].[CH2:35](I)[CH3:36].C(=O)([O-])[O-].[Cs+].[Cs+].C(OCC)(=O)C>CN(C)C=O.O>[CH2:35]([O:8][C:7]1[CH:6]=[CH:5][C:4]([N:9]2[C:14](=[O:15])[C:13]([CH2:16][C:17]3[CH:22]=[CH:21][C:20]([C:23]4[C:24]([C:29]#[N:30])=[CH:25][CH:26]=[CH:27][CH:28]=4)=[CH:19][CH:18]=3)=[C:12]([CH2:31][CH2:32][CH3:33])[N:11]=[C:10]2[CH3:34])=[CH:3][C:2]=1[F:1])[CH3:36] |f:2.3.4|.